This data is from the Open Reaction Database (ORD), a public repository of structured organic reaction records. The task is: describe an organic reaction: reactants, conditions, products, and yield Reaction SMILES: [Cl:1][C:2]1[CH:3]=[C:4]([NH:10][C:11]2[CH:16]=[CH:15][C:14]([CH:17]3[CH2:22][CH2:21][NH:20][CH2:19][CH2:18]3)=[CH:13][N:12]=2)[C:5](=[O:9])[N:6]([CH3:8])[N:7]=1.[CH:23](=O)[CH3:24].C(O)(=O)C.C(O[BH-](OC(=O)C)OC(=O)C)(=O)C.[Na+].C([O-])(O)=O.[Na+]>O.C1COCC1>[Cl:1][C:2]1[CH:3]=[C:4]([NH:10][C:11]2[CH:16]=[CH:15][C:14]([CH:17]3[CH2:22][CH2:21][N:20]([CH2:23][CH3:24])[CH2:19][CH2:18]3)=[CH:13][N:12]=2)[C:5](=[O:9])[N:6]([CH3:8])[N:7]=1 |f:3.4,5.6|. Procedure details: In a 100 mL round-bottomed flask, 6-chloro-2-methyl-4-(5-(piperidin-4-yl)pyridin-2-ylamino)pyridazin-3(2H)-one (179 mg, 560 μmol, Eq: 1.00) and acetaldehyde (247 mg, 316 μl, 5.6 mmol, Eq: 10.0) were combined with THF (5.0 ml) to give a light yellow solution. Acetic acid (33.6 mg, 32.0 μl, 560 μmol, Eq: 1.00) was added. The reaction mixture was cooled to 0° C. Sodium triacetoxyborohydride (178 mg, 840 μmol, Eq: 1.5) was added. The reaction mixture stirred at room temperature for 2 h. The reaction... The yield is 62.1%. Run at temperature 0 celsius, time 2 hour. Solvent: C1CCOC1 (THF), O (water). Reactants: ClC=1C=C(C(N(N1)C)=O)NC1=NC=C(C=C1)C1CCNCC1 (6-chloro-2-methyl-4-(5-(piperidin-4-yl)pyridin-2-ylamino)pyridazin-3(2H)-one), C(C)=O (acetaldehyde), C(C)(=O)O[BH-](OC(C)=O)OC(C)=O.[Na+] (Sodium triacetoxyborohydride), C(=O)(O)[O-].[Na+] (NaHCO3), C(C)(=O)O (Acetic acid). Yields the product ClC=1C=C(C(N(N1)C)=O)NC1=NC=C(C=C1)C1CCN(CC1)CC (6-chloro-4-(5-(1-ethylpiperidin-4-yl)pyridin-2-ylamino)-2-methylpyridazin-3(2H)-one). Reactants: BrCCCCCCCCCCCO (1-Bromo-11-hydroxyundecane), [Cr](=O)(=O)([O-])Cl.[NH+]1=CC=CC=C1 (pyridinium chlorochromate). The solvent is C(Cl)Cl (methylene chloride), CCOCC (ether), C(Cl)Cl (methylene chloride). Conditions: time 2 hour. The product is BrCCCCCCCCCCC=O (1-bromo-11-oxoundecane). Reaction SMILES: [Br:1][CH2:2][CH2:3][CH2:4][CH2:5][CH2:6][CH2:7][CH2:8][CH2:9][CH2:10][CH2:11][CH2:12][OH:13].[Cr](Cl)([O-])(=O)=O.[NH+]1C=CC=CC=1>C(Cl)Cl.CCOCC>[Br:1][CH2:2][CH2:3][CH2:4][CH2:5][CH2:6][CH2:7][CH2:8][CH2:9][CH2:10][CH2:11][CH:12]=[O:13] |f:1.2|. Procedure details: 1-Bromo-11-hydroxyundecane (5 g, 20 mmoles) dissolved in methylene chloride (30 ml) was added to a suspension of pyridinium chlorochromate (6.4 g, 30 mmoles) in methylene chloride (25 ml) and stirred for 2 hours. The mixture was diluted with ether, filtered and concentrated in vacuo to afford 1-bromo-11-oxoundecane. Starting materials: Cl, COC(=O)c1cn(-c2ccnc3ccccc23)c2ccc(F)cc12, [Li+], C1CCOC1, [OH-], O, O. Yields the product O=C(O)c1cn(-c2ccnc3ccccc23)c2ccc(F)cc12. RXN SMILES: [ClH:29].[F:5][c:6]1[cH:7][c:8]2[c:9]([C:25](=[O:26])[O:27][CH3:28])[cH:10][n:11](-[c:15]3[cH:16][cH:17][n:18][c:19]4[cH:20][cH:21][cH:22][cH:23][c:24]34)[c:12]2[cH:13][cH:14]1.[Li+:3].[O:30]1[CH2:31][CH2:32][CH2:33][CH2:34]1.[OH-:2].[OH2:1].[OH2:4]>>[F:5][c:6]1[cH:7][c:8]2[c:9]([C:25](=[O:26])[OH:27])[cH:10][n:11](-[c:15]3[cH:16][cH:17][n:18][c:19]4[cH:20][cH:21][cH:22][cH:23][c:24]34)[c:12]2[cH:13][cH:14]1. The reactants are CO, CN(C)S(=O)(=O)NCCN=Cc1ccccc1, Cl, [H][H]. Product: CN(C)S(=O)(=O)NCCNCc1ccccc1, Cl. RXN SMILES: [CH3:21][OH:22].[CH:2]([c:3]1[cH:4][cH:5][cH:6][cH:7][cH:8]1)=[N:9][CH2:10][CH2:11][NH:12][S:13](=[O:14])(=[O:15])[N:16]([CH3:17])[CH3:18].[ClH:1].[H:19][H:20]>>[CH2:2]([c:3]1[cH:4][cH:5][cH:6][cH:7][cH:8]1)[NH:9][CH2:10][CH2:11][NH:12][S:13](=[O:14])(=[O:15])[N:16]([CH3:17])[CH3:18].[ClH:1]. Reactants: O=[N+]([O-])c1ccc(Br)cc1F, CC[O-], CCO, [Na+]. Product: CCOc1cc(Br)ccc1[N+](=O)[O-]. RXN SMILES: [Br:1][c:2]1[cH:3][c:4]([F:11])[c:5]([N+:8](=[O:9])[O-:10])[cH:6][cH:7]1.[CH3:12][CH2:13][O-:14].[CH3:16][CH2:17][OH:18].[Na+:15]>>[Br:1][c:2]1[cH:3][c:4]([O:14][CH2:13][CH3:12])[c:5]([N+:8](=[O:9])[O-:10])[cH:6][cH:7]1. Reactants: COC=1C=C(C=O)C=C(C1O)OC (3,5-Dimethoxy-4-hydroxybenzaldehyde), NC1=CC=CC=C1 (aniline). The solvent is CO (methanol). Conditions: time 8 hour. The product is COC=1C=C(C=NC2=CC=CC=C2)C=C(C1O)OC (N-(3,5-Dimethoxy-4-Hydroxybenzylidene)Aniline). Reaction SMILES: [CH3:1][O:2][C:3]1[CH:4]=[C:5]([CH:8]=[C:9]([O:12][CH3:13])[C:10]=1[OH:11])[CH:6]=O.[NH2:14][C:15]1[CH:20]=[CH:19][CH:18]=[CH:17][CH:16]=1>CO>[CH3:1][O:2][C:3]1[CH:4]=[C:5]([CH:8]=[C:9]([O:12][CH3:13])[C:10]=1[OH:11])[CH:6]=[N:14][C:15]1[CH:20]=[CH:19][CH:18]=[CH:17][CH:16]=1. Procedure: 3,5-Dimethoxy-4-hydroxybenzaldehyde (1 g, 5.46 mmol) was dissolved in methanol (50 ml) and aniline (560 mg, 6.01 mmol, 0.35 ml, neat liquid) was added to the solution by syringe. The resultant reaction mixture was stirred overnight at room temperature under nitrogen then taken to dryness in vacuo. The yellow crystals thus obtained were triturated with hot ether, allowed to cool, filtered and the collected solid was washed with ether to yield the title product: 1H NMR (300 MHZ, CDCl3) δ , 8.33 (S...